From a dataset of the Open Reaction Database (ORD), a public repository of structured organic reaction records. describe an organic reaction: reactants, conditions, products, and yield Reactants: C1(CCCCC1)P(C1=C(C=CC=C1)C1=CC=CC=C1)C1CCCCC1 (2-(dicyclohexylphosphino)biphenyl), CC1=NC=C(C(=C1)N1CCC(CC1)N)C (2′,5′-dimethyl-3,4,5,6-tetrahydro-2H-[1,4]bipyridinyl-4-ylamine), ClC1=NC(=CC(=N1)C(C)(C)O)CC1=CC=C(C=C1)Cl (2-[2-chloro-6-(4-chloro-benzyl)-pyrimidin-4-yl]-propan-2-ol), C([O-])([O-])=O.[K+].[K+] (potassium carbonate). Solvent: O1CCOCC1 (dioxane). Reported procedure: To a mixture of 2′,5′-dimethyl-3,4,5,6-tetrahydro-2H-[1,4]bipyridinyl-4-ylamine (143 mg, 0.48 mmol), 2-[2-chloro-6-(4-chloro-benzyl)-pyrimidin-4-yl]-propan-2-ol (99 mg, 0.48 mmol), finely milled potassium carbonate (100 mg, 0.72 mmol) in dioxane (2 mL) was added under an argon atmosphere palladium(II) acetate (5 mg, 0.02 mmol) and 2-(dicyclohexylphosphino)biphenyl (17 mg, 0.05 mmol) and the reaction mixture was heated at 150° C. for 30 minutes. Concentration and purification by chromatography (S... Yields the product ClC1=CC=C(CC2=CC(=NC(=N2)NC2CCN(CC2)C2=CC(=NC=C2C)C)C(C)(C)O)C=C1 (2-[6-(4-Chloro-benzyl)-2-(2′,5′-dimethyl-3,4,5,6-tetrahydro-2H-[1,4′]bipyridinyl-4-ylamino)-pyrimidin-4-yl]-propan-2-ol). RXN SMILES: [CH3:1][C:2]1[CH:7]=[C:6]([N:8]2[CH2:13][CH2:12][CH:11]([NH2:14])[CH2:10][CH2:9]2)[C:5]([CH3:15])=[CH:4][N:3]=1.Cl[C:17]1[N:22]=[C:21]([C:23]([OH:26])([CH3:25])[CH3:24])[CH:20]=[C:19]([CH2:27][C:28]2[CH:33]=[CH:32][C:31]([Cl:34])=[CH:30][CH:29]=2)[N:18]=1.C(=O)([O-])[O-].[K+].[K+].C1(P(C2CCCCC2)C2C=CC=CC=2C2C=CC=CC=2)CCCCC1>O1CCOCC1.C([O-])(=O)C.[Pd+2].C([O-])(=O)C>[Cl:34][C:31]1[CH:32]=[CH:33][C:28]([CH2:27][C:19]2[N:18]=[C:17]([NH:14][CH:11]3[CH2:10][CH2:9][N:8]([C:6]4[C:5]([CH3:15])=[CH:4][N:3]=[C:2]([CH3:1])[CH:7]=4)[CH2:13][CH2:12]3)[N:22]=[C:21]([C:23]([OH:26])([CH3:25])[CH3:24])[CH:20]=2)=[CH:29][CH:30]=1 |f:2.3.4,7.8.9|. Run at temperature 150 celsius. Isolated yield 30.0%. Reagents/catalysts: C(C)(=O)[O-].[Pd+2].C(C)(=O)[O-] (palladium(II) acetate). Starting materials: FC1=C(C=C(C(=C1)OC)OC)C(C(=O)O)OC ((RS)-(2-Fluoro-4,5-dimethoxy-phenyl)-methoxy-acetic acid), NCC1=CC=C(C#N)C=C1 (4-aminomethyl benzonitrile). Product: C(#N)C1=CC=C(CNC(C(OC)C2=C(C=C(C(=C2)OC)OC)F)=O)C=C1 ((RS)-N-(4-cyano-benzyl)-2-(2-fluoro-4,5-dimethoxy-phenyl)-2-methoxy-acetamide). As a reaction SMILES: [F:1][C:2]1[CH:7]=[C:6]([O:8][CH3:9])[C:5]([O:10][CH3:11])=[CH:4][C:3]=1[CH:12]([O:16][CH3:17])[C:13]([OH:15])=O.[NH2:18][CH2:19][C:20]1[CH:27]=[CH:26][C:23]([C:24]#[N:25])=[CH:22][CH:21]=1>>[C:19]([C:20]1[CH:27]=[CH:26][C:23]([CH2:24][NH:25][C:13](=[O:15])[CH:12]([C:3]2[CH:4]=[C:5]([O:10][CH3:11])[C:6]([O:8][CH3:9])=[CH:7][C:2]=2[F:1])[O:16][CH3:17])=[CH:22][CH:21]=1)#[N:18]. Procedure: (RS)-(2-Fluoro-4,5-dimethoxy-phenyl)-methoxy-acetic acid was coupled with 4-aminomethyl benzonitrile according to general procedure B to give (RS)-N-(4-cyano-benzyl)-2-(2-fluoro-4,5-dimethoxy-phenyl)-2-methoxy-acetamide. Red foam. MS 359.2 ([M+H]+)